This data is from the Open Reaction Database (ORD), a public repository of structured organic reaction records. The task is: describe an organic reaction: reactants, conditions, products, and yield Starting materials: [N+](=O)([O-])C1=C(C=CC(=C1)OC(F)(F)F)O (2-nitro-4-(trifluoromethoxy)phenol), S(=S)(=O)([O-])[O-].[Na+].[Na+] (sodium thiosulfate). The solvent is C(C)O (ethanol), O (water). Reaction conditions: temperature 80 celsius, time 1 hour. Yields the product NC1=C(C=CC(=C1)OC(F)(F)F)O (2-amino-4-(trifluoromethoxy)phenol). Isolated yield 56.2%. As a reaction SMILES: [N+:1]([C:4]1[CH:9]=[C:8]([O:10][C:11]([F:14])([F:13])[F:12])[CH:7]=[CH:6][C:5]=1[OH:15])([O-])=O.S([O-])([O-])(=O)=S.[Na+].[Na+]>C(O)C.O>[NH2:1][C:4]1[CH:9]=[C:8]([O:10][C:11]([F:12])([F:13])[F:14])[CH:7]=[CH:6][C:5]=1[OH:15] |f:1.2.3|. Reported procedure: To a mixture of 2-nitro-4-(trifluoromethoxy)phenol (2 g, 0.0089 mol) in ethanol (50 mL) and water (25 mL) was added sodium thiosulfate (6.2 g, 0.0356 mol) at room temperature. The heterogeneous mixture was stirred at 80° C. under an atmosphere of nitrogen for 1 hour. The reaction mixture was cooled to room temperature, and ethanol was removed under reduced pressure. The aqueous layer was extracted with ethyl acetate (3×70 mL), and the organic layer was washed with brine and dried under sodium su...